From a dataset of the Open Reaction Database (ORD), a public repository of structured organic reaction records. describe an organic reaction: reactants, conditions, products, and yield Starting materials: Cl.CNN=CC1=CC=C(C(=O)NC=2C=CC3=C(CCC(O3)CC(=O)OCC)C2)C=C1 (ethyl rac-(3,4-dihydro-6-(N-(4-((methylamino)iminomethyl)benzoyl)amino)-2H-1-benzopyran-2-yl)acetate hydrochloride), C(C)O (ethanol), [OH-].[Na+] (sodium hydroxide). The reagents and catalysts are O (water). The solvent is C(C)(=O)O (acetic acid). Conditions: time 8 hour. The product is CNN=CC1=CC=C(C(=O)NC=2C=CC3=C(CCC(O3)CC(=O)O)C2)C=C1 (rac-(3,4-Dihydro-6-(N-(4-((methylamino)iminomethyl)benzoyl)amino)-2H-1-benzopyran-2-yl)acetic Acid). Reaction SMILES: Cl.[CH3:2][NH:3][N:4]=[CH:5][C:6]1[CH:30]=[CH:29][C:9]([C:10]([NH:12][C:13]2[CH:14]=[CH:15][C:16]3[O:21][CH:20]([CH2:22][C:23]([O:25]CC)=[O:24])[CH2:19][CH2:18][C:17]=3[CH:28]=2)=[O:11])=[CH:8][CH:7]=1.C(O)C.[OH-].[Na+]>O.C(O)(=O)C>[CH3:2][NH:3][N:4]=[CH:5][C:6]1[CH:7]=[CH:8][C:9]([C:10]([NH:12][C:13]2[CH:14]=[CH:15][C:16]3[O:21][CH:20]([CH2:22][C:23]([OH:25])=[O:24])[CH2:19][CH2:18][C:17]=3[CH:28]=2)=[O:11])=[CH:29][CH:30]=1 |f:0.1,3.4|. Reported procedure: To 207 mg (0.48 mmol) of the ester from Example 57 were given 4 ml ethanol, 0.5 ml 2 N aqueous sodium hydroxide, and three drops of water, and the mixture was stirred overnight at room temperature. A precipitate was formed. It was brought to pH 5 with 2 N acetic acid, and the title compound was filtered with suction, washed with water and with ethanol, successively, and dried in vacuo. Yield: 0.12 g (68%) of a pale yellow powder, m.p. 275-276° C. (dec.).